Dataset: the Open Reaction Database (ORD), a public repository of structured organic reaction records. Task: describe an organic reaction: reactants, conditions, products, and yield The reactants are OCCCCCCCCC(=O)O (9-Hydroxynonanoic acid), N1=CC=CC=C1 (pyridine), C(C)(=O)OC(C)=O (acetic anhydride). The product is C(C)(=O)OCCCCCCCCC(=O)O (9-acetoxynonanoic acid). Yield: 99.9%. As a reaction SMILES: [OH:1][CH2:2][CH2:3][CH2:4][CH2:5][CH2:6][CH2:7][CH2:8][CH2:9][C:10]([OH:12])=[O:11].N1C=CC=CC=1.[C:19](OC(=O)C)(=[O:21])[CH3:20]>>[C:19]([O:1][CH2:2][CH2:3][CH2:4][CH2:5][CH2:6][CH2:7][CH2:8][CH2:9][C:10]([OH:12])=[O:11])(=[O:21])[CH3:20]. Procedure: 9-Hydroxynonanoic acid (8.7 g, 50 mmol) in pyridine (8.1 ml, 100 mmol) was treated with acetic anhydride (4.7 ml, 50 mmol) at below 20° C. for 2 h. The mixture was poured onto ice and acidified. Two ether extractions gave 9-acetoxynonanoic acid as a colourless oil (10.8 g, 100%); δH (CDCl3) 10.0 (1H, s, CO2H), 4.0 (2H, t, H9), 2.3 (2H, m, H2), 2.0 (3H, s, OAC), 1.1-1.8 (12H, m, H3-H8). The reactants are OCCNC=1NC2=C(N1)C=CC=C2 (2-(2-hydroxyethylamino)benzimidazole), CC(C)(C)C(=O)CBr (bromopinacoline). Solvent: C(CC)O (propanol). Product: Br.OCCNC1=NC2=C(N1CC(C(C)(C)C)=O)C=CC=C2 (2-(2-Hydroxyethylamino)-1-pivaloylmethyl-benzimidazole hydrobromide). RXN SMILES: [OH:1][CH2:2][CH2:3][NH:4][C:5]1[NH:6][C:7]2[CH:13]=[CH:12][CH:11]=[CH:10][C:8]=2[N:9]=1.[CH3:14][C:15]([C:18]([CH2:20][Br:21])=[O:19])([CH3:17])[CH3:16]>C(O)CC>[BrH:21].[OH:1][CH2:2][CH2:3][NH:4][C:5]1[N:6]([CH2:20][C:18](=[O:19])[C:15]([CH3:17])([CH3:16])[CH3:14])[C:7]2[CH:13]=[CH:12][CH:11]=[CH:10][C:8]=2[N:9]=1 |f:3.4|. Procedure: Heat at reflux for 3 hours a mixture of 2-(2-hydroxyethylamino)benzimidazole (1.77 g, 10 mmol) and bromopinacoline (1.35 g, 10 mmol) in 50 ml of propanol. Subsequently maintain at room temperature. The next day, the title compound is collected by filtration and washed with acetone and then with ether. Yields the product CC(C#N)(CCC(F)(F)C(F)(F)F)S(=O)(=O)CCC(F)(F)F. As a reaction SMILES: [CH3:27][N:28]([CH3:29])[CH:30]=[O:31].[ClH:26].[F:3][C:4]([CH2:5][CH2:6][CH:7]([C:8]#[N:9])[S:10](=[O:11])(=[O:12])[CH2:13][CH2:14][C:15]([F:16])([F:17])[F:18])([C:19]([F:20])([F:21])[F:22])[F:23].[H-:24].[I:1][CH3:2].[Na+:25]>>[CH3:2][C:7]([CH2:6][CH2:5][C:4]([F:3])([C:19]([F:20])([F:21])[F:22])[F:23])([C:8]#[N:9])[S:10](=[O:11])(=[O:12])[CH2:13][CH2:14][C:15]([F:16])([F:17])[F:18]. Reactants: CN(C)C=O, Cl, N#CC(CCC(F)(F)C(F)(F)F)S(=O)(=O)CCC(F)(F)F, [H-], CI, [Na+]. The reactants are C1COCCN1, COc1cc(Nc2ncnc3[nH]c(-c4ccc(CCl)cc4)cc23)ccn1, CCO, [I-], [Na+]. The product is COc1cc(Nc2ncnc3[nH]c(-c4ccc(CN5CCOCC5)cc4)cc23)ccn1. RXN SMILES: [CH2:27]1[CH2:28][O:29][CH2:30][CH2:31][NH:32]1.[CH3:1][O:2][c:3]1[n:4][cH:5][cH:6][c:7]([NH:9][c:10]2[c:11]3[c:12]([n:13][cH:14][n:15]2)[nH:16][c:17](-[c:19]2[cH:20][cH:21][c:22]([CH2:25][Cl:26])[cH:23][cH:24]2)[cH:18]3)[cH:8]1.[CH3:35][CH2:36][OH:37].[I-:33].[Na+:34]>>[CH3:1][O:2][c:3]1[n:4][cH:5][cH:6][c:7]([NH:9][c:10]2[c:11]3[c:12]([n:13][cH:14][n:15]2)[nH:16][c:17](-[c:19]2[cH:20][cH:21][c:22]([CH2:25][N:32]4[CH2:27][CH2:28][O:29][CH2:30][CH2:31]4)[cH:23][cH:24]2)[cH:18]3)[cH:8]1. Reactants: CCO, COC(=O)c1cc(Br)cc2cc[nH]c12, Cl, [Na+], [OH-]. The product is O=C(O)c1cc(Br)cc2cc[nH]c12. Reaction SMILES: [CH3:18][CH2:19][OH:20].[CH3:1][O:2][C:3](=[O:4])[c:5]1[cH:6][c:7]([Br:14])[cH:8][c:9]2[cH:10][cH:11][nH:12][c:13]12.[ClH:15].[Na+:17].[OH-:16]>>[O:2]=[C:3]([OH:4])[c:5]1[cH:6][c:7]([Br:14])[cH:8][c:9]2[cH:10][cH:11][nH:12][c:13]12.